Dataset: the Open Reaction Database (ORD), a public repository of structured organic reaction records. Task: describe an organic reaction: reactants, conditions, products, and yield Reactants: B(O)O.C(C)(C)(C)NS(=O)(=O)C1=CC(=CC=C1)C (N-tert-butyl-3-methyl-benzenesulfonamide boronic acid), BrC=1C=C(C=NC1)F (5-bromo-3-fluoropyridine). The product is C(C)(C)(C)NS(=O)(=O)C1=CC(=C(C=C1)C=1C=NC=C(C1)F)C (N-tert-Butyl-4-(5-fluoro-pyridin-3-yl)-3-methyl-benzenesulfonamide). Isolated yield 56.5%. As a reaction SMILES: B(O)O.[C:4]([NH:8][S:9]([C:12]1[CH:17]=[CH:16][CH:15]=[C:14]([CH3:18])[CH:13]=1)(=[O:11])=[O:10])([CH3:7])([CH3:6])[CH3:5].Br[C:20]1[CH:21]=[C:22]([F:26])[CH:23]=[N:24][CH:25]=1>>[C:4]([NH:8][S:9]([C:12]1[CH:17]=[CH:16][C:15]([C:20]2[CH:25]=[N:24][CH:23]=[C:22]([F:26])[CH:21]=2)=[C:14]([CH3:18])[CH:13]=1)(=[O:10])=[O:11])([CH3:7])([CH3:6])[CH3:5] |f:0.1|. Procedure: This compound was prepared analogous to Example 52, starting from N-tert-butyl-3-methyl-benzenesulfonamide boronic acid (0.5 g, 1.84 mmol) and 5-bromo-3-fluoropyridine (357 mg, 2.03 mmol, 1.1 equiv.) After purification on silica-gel with n-heptane/ethyl acetate, 335 mg of the title compound were obtained as a light yellow solid MS (ES): m/e 321.1 (M−H) The reactants are Nc1ncnc(O)c1C(F)(F)F, O=P(Cl)(Cl)Cl. Product: Nc1ncnc(Cl)c1C(F)(F)F. As a reaction SMILES: [NH2:1][c:2]1[c:3]([C:9]([F:10])([F:11])[F:12])[c:4]([OH:8])[n:5][cH:6][n:7]1.[P:13]([Cl:14])([Cl:15])([Cl:16])=[O:17]>>[NH2:1][c:2]1[c:3]([C:9]([F:10])([F:11])[F:12])[c:4]([Cl:15])[n:5][cH:6][n:7]1. Reactants: O=C([O-])[O-], CC#N, O=c1c(Cl)c(Cl)cnn1C1CCCCO1, Oc1ccccc1C(F)(F)F, [K+], [K+]. Product: O=c1c(Cl)c(Oc2ccccc2C(F)(F)F)cnn1C1CCCCO1. As a reaction SMILES: [C:16](=[O:17])([O-:18])[O-:19].[CH3:33][C:34]#[N:35].[Cl:1][c:2]1[c:3](=[O:15])[n:4]([CH:9]2[O:10][CH2:11][CH2:12][CH2:13][CH2:14]2)[n:5][cH:6][c:7]1[Cl:8].[F:22][C:23]([c:24]1[c:25]([OH:30])[cH:26][cH:27][cH:28][cH:29]1)([F:31])[F:32].[K+:20].[K+:21]>>[Cl:1][c:2]1[c:3](=[O:15])[n:4]([CH:9]2[O:10][CH2:11][CH2:12][CH2:13][CH2:14]2)[n:5][cH:6][c:7]1[O:30][c:25]1[c:24]([C:23]([F:22])([F:31])[F:32])[cH:29][cH:28][cH:27][cH:26]1. The reactants are N (NH3), COC(C1=CC(=CC=C1)C1=NC(=C2N1C=CN=C2Cl)C2=CC(=CC=C2)OCC2=CC=CC=C2)=O (3-[1-(3-benzyloxyphenyl)-8-chloroimidazo[1,5-a]pyrazin-3-yl]-benzoic acid methyl ester), N.CC(C)O (NH3 i-PrOH). Run at temperature 110 celsius. Product: NC=1C=2N(C=CN1)C(=NC2C2=CC(=CC=C2)OCC2=CC=CC=C2)C=2C=C(C(=O)N)C=CC2 (3-[8-Amino-1-(3-benzyloxyphenyl)-imidazo[1,5-a]pyrazin-3-yl]-benzamide). Reaction SMILES: [NH3:1].CO[C:4](=[O:35])[C:5]1[CH:10]=[CH:9][CH:8]=[C:7]([C:11]2[N:15]3[CH:16]=[CH:17][N:18]=[C:19](Cl)[C:14]3=[C:13]([C:21]3[CH:26]=[CH:25][CH:24]=[C:23]([O:27][CH2:28][C:29]4[CH:34]=[CH:33][CH:32]=[CH:31][CH:30]=4)[CH:22]=3)[N:12]=2)[CH:6]=1.[NH3:36].CC(O)C>>[NH2:1][C:19]1[C:14]2[N:15]([C:11]([C:7]3[CH:6]=[C:5]([CH:10]=[CH:9][CH:8]=3)[C:4]([NH2:36])=[O:35])=[N:12][C:13]=2[C:21]2[CH:26]=[CH:25][CH:24]=[C:23]([O:27][CH2:28][C:29]3[CH:34]=[CH:33][CH:32]=[CH:31][CH:30]=3)[CH:22]=2)[CH:16]=[CH:17][N:18]=1 |f:2.3|. Procedure: Gaseous NH3 was condensed into a cooled (−78° C.) solution of 3-[1-(3-benzyloxyphenyl)-8-chloroimidazo[1,5-a]pyrazin-3-yl]-benzoic acid methyl ester (102 mg, 0.216 mmol) in NH3/i-PrOH (2M, 3 mL) in a pressure tube until the volume had doubled. The tube was sealed and heated to 110° C. for 2 d. After excess NH3/i-PrOH was removed in vacuo, the crude material was taken up in CH2Cl2, adsorbed onto Hydromatrix, and purified by chromatography on silica gel [Jones Flashmaster, 5 g/25 mL cartridge, elu... Product: CCCC#CC(O)(Cn1cncn1)C(C)(C)CF. The reactants are [Li]CCCC, CC(C)(CF)C(=O)Cn1cncn1, CC(C)[O-], CC(C)[O-], CC(C)[O-], C#CCCC, Cl[Ti+3], C1CCOC1. As a reaction SMILES: [CH2:6]([Li:7])[CH2:8][CH2:9][CH3:10].[CH3:11][C:12]([C:13]([CH2:14][n:15]1[n:16][cH:17][n:18][cH:19]1)=[O:20])([CH2:21][F:22])[CH3:23].[CH3:29][CH:30]([CH3:31])[O-:32].[CH3:33][CH:34]([CH3:35])[O-:36].[CH3:37][CH:38]([CH3:39])[O-:40].[CH:1]#[C:2][CH2:3][CH2:4][CH3:5].[Cl:41][Ti+3:42].[O:24]1[CH2:25][CH2:26][CH2:27][CH2:28]1>>[C:1](#[C:2][CH2:3][CH2:4][CH3:5])[C:13]([C:12]([CH3:11])([CH2:21][F:22])[CH3:23])([CH2:14][n:15]1[n:16][cH:17][n:18][cH:19]1)[OH:20]. Starting materials: C(C)OC(=O)C=1SC2=C(C=CC=3C=NC(=NC23)NC2=CC(=CC=C2)S(N)(=O)=O)N1 (8-(3-Sulfamoyl-phenylamino)-thiazolo[4,5-h]quinazoline-2-carboxylic acid ethyl ester). Solvent: CCO (EtOH), [OH-].[Na+] (sodium hydroxide). Reaction conditions: time 12 hour. The product is S(N)(=O)(=O)C=1C=C(C=CC1)NC1=NC=2C3=C(C=CC2C=N1)N=C(S3)C(=O)O (8-(3-Sulfamoyl-phenylamino)-thiazolo[4,5-h]quinazoline-2-carboxylic acid). Yield: 102.5%. RXN SMILES: C([O:3][C:4]([C:6]1[S:7][C:8]2[C:17]3[N:16]=[C:15]([NH:18][C:19]4[CH:24]=[CH:23][CH:22]=[C:21]([S:25](=[O:28])(=[O:27])[NH2:26])[CH:20]=4)[N:14]=[CH:13][C:12]=3[CH:11]=[CH:10][C:9]=2[N:29]=1)=[O:5])C>CCO.[OH-].[Na+]>[S:25]([C:21]1[CH:20]=[C:19]([NH:18][C:15]2[N:14]=[CH:13][C:12]3[CH:11]=[CH:10][C:9]4[N:29]=[C:6]([C:4]([OH:5])=[O:3])[S:7][C:8]=4[C:17]=3[N:16]=2)[CH:24]=[CH:23][CH:22]=1)(=[O:28])(=[O:27])[NH2:26] |f:2.3|. Procedure details: 8-(3-Sulfamoyl-phenylamino)-thiazolo[4,5-h]quinazoline-2-carboxylic acid ethyl ester (494 mg, 1.15mmol) was suspended in a mixture of EtOH (30 ml) and 1N sodium hydroxide (20 ml). The mixture was stirred at room temperature for 12 h. EtOH was removed in vacuo and the residual crude mixture was neutralised with 1N HCl (20 ml). The resulting solid was filtered and dried under vacuo to afford 0.473 g of a brownish solid. MS (ES+) 402, (ES−) 400. δH (d6 DMSO) 7.37 (2H, s), 7.50 (1H, d), 7.60 (1H, t)...